From a dataset of the Open Reaction Database (ORD), a public repository of structured organic reaction records. describe an organic reaction: reactants, conditions, products, and yield Starting materials: ClCCl, O=[N+]([O-])c1ccc(F)cc1O, CC(C)(C)OC(=O)N=NC(=O)OC(C)(C)C, OC1CCOCC1, c1ccc(P(c2ccccc2)c2ccccc2)cc1. Product: O=[N+]([O-])c1ccc(F)cc1OC1CCOCC1. Reaction SMILES: [Cl:54][CH2:55][Cl:56].[F:17][c:18]1[cH:19][cH:20][c:21]([N+:25](=[O:26])[O-:27])[c:22]([OH:24])[cH:23]1.[N:1]([C:2]([O:3][C:4]([CH3:5])([CH3:6])[CH3:7])=[O:8])=[N:9][C:10]([O:11][C:12]([CH3:13])([CH3:14])[CH3:15])=[O:16].[O:28]1[CH2:29][CH2:30][CH:31]([OH:34])[CH2:32][CH2:33]1.[c:35]1([P:36]([c:37]2[cH:38][cH:39][cH:40][cH:41][cH:42]2)[c:43]2[cH:44][cH:45][cH:46][cH:47][cH:48]2)[cH:49][cH:50][cH:51][cH:52][cH:53]1>>[F:17][c:18]1[cH:19][cH:20][c:21]([N+:25](=[O:26])[O-:27])[c:22]([O:24][CH:31]2[CH2:30][CH2:29][O:28][CH2:33][CH2:32]2)[cH:23]1. Reactants: CCOC(=O)CC(=O)OC(C)(C)C, C1CCOC1, O=[N+]([O-])c1cc([N+](=O)[O-])c2ccccc2c1Cl, [K+], [K+], O=C([O-])[O-]. The product is CCOC(=O)C(C(=O)OC(C)(C)C)c1c([N+](=O)[O-])cc([N+](=O)[O-])c2ccccc12. RXN SMILES: [C:24]([CH2:25][C:26](=[O:27])[O:28][CH2:29][CH3:30])(=[O:31])[O:32][C:33]([CH3:34])([CH3:35])[CH3:36].[CH2:37]1[O:38][CH2:39][CH2:40][CH2:41]1.[Cl:7][c:8]1[c:9]([N+:21](=[O:22])[O-:23])[cH:10][c:11]([N+:18](=[O:19])[O-:20])[c:12]2[cH:13][cH:14][cH:15][cH:16][c:17]12.[K+:1].[K+:2].[O-:3][C:4]([O-:5])=[O:6]>>[c:8]1([CH:25]([C:24](=[O:31])[O:32][C:33]([CH3:34])([CH3:35])[CH3:36])[C:26](=[O:27])[O:28][CH2:29][CH3:30])[c:9]([N+:21](=[O:22])[O-:23])[cH:10][c:11]([N+:18](=[O:19])[O-:20])[c:12]2[cH:13][cH:14][cH:15][cH:16][c:17]12. Starting materials: C(C)OC(=O)C1=NOC2=C1C=CC=C2 (ethyl-1,2-benzisoxazole-3-carboxylate), CC(C)NCCO (2-(1-methylethylamino)ethanol), C1(=CC=CC=C1)C (toluene). The solvent is CCOCC (ether). Reaction conditions: temperature 140 celsius. The product is CC(C)N(C(=O)C1=NOC2=C1C=CC=C2)CCO (N-(1-Methylethyl)-N-(2-hydroxyethyl)-1,2-benzisoxazole-3-carboxamide). The yield is 81.6%. As a reaction SMILES: C(O[C:4]([C:6]1[C:10]2[CH:11]=[CH:12][CH:13]=[CH:14][C:9]=2[O:8][N:7]=1)=[O:5])C.[CH3:15][CH:16]([NH:18][CH2:19][CH2:20][OH:21])[CH3:17].C1(C)C=CC=CC=1>CCOCC>[CH3:15][CH:16]([N:18]([CH2:19][CH2:20][OH:21])[C:4]([C:6]1[C:10]2[CH:11]=[CH:12][CH:13]=[CH:14][C:9]=2[O:8][N:7]=1)=[O:5])[CH3:17]. Procedure details: A mixture of ethyl-1,2-benzisoxazole-3-carboxylate (10.0 g), 2-(1-methylethylamino)ethanol (16.1 g) and toluene (80 ml) was heated to 140° C. in a bomb for 4 hrs. The solution was diluted with ether (50 ml), washed with 5% sodium bicarbonate solution, water, brine, dried over anhydrous sodium sulfate, and concentrated under reduced pressure. The residue was chromatographed on silica gel, eluting with 60% ethyl acetate in hexanes to give 10.6 g (81.4%) of product. Recrystallization from dichlorom... Starting materials: CS(=O)(=O)OC[C@@H]1OC(OC1)(C)C ((R)-(2,2-dimethyl-1,3-dioxolan-4-yl)methyl methanesulfonate), C(C1=CC=CC=C1)N (benzylamine). The solvent is CC#N (CH3CN). The product is C(C1=CC=CC=C1)NC[C@@H]1OC(OC1)(C)C ((S)—N-benzyl-1-(2,2-dimethyl-1,3-dioxolan-4-yl)methanamine). Yield: 75.5%. RXN SMILES: CS(O[CH2:6][C@H:7]1[CH2:11][O:10][C:9]([CH3:13])([CH3:12])[O:8]1)(=O)=O.[CH2:14]([NH2:21])[C:15]1[CH:20]=[CH:19][CH:18]=[CH:17][CH:16]=1>CC#N>[CH2:14]([NH:21][CH2:6][C@H:7]1[CH2:11][O:10][C:9]([CH3:12])([CH3:13])[O:8]1)[C:15]1[CH:20]=[CH:19][CH:18]=[CH:17][CH:16]=1. Procedure details: The title compound was prepared in the same way as described by M. Lemaire, F. Posada, J.-G. Gourcy and G. Jeminet, Synlett, 1995, 627. A solution of (R)-(2,2-dimethyl-1,3-dioxolan-4-yl)methyl methanesulfonate (3.9 g, 18.55 mmol) and benzylamine (8.10 ml, 74.2 mmol) was refluxed in CH3CN (50 ml) for 48 h. The solvent was evaporated and the residue dissolved in EtOAc and washed with aqueous sat. NaHCO3, dried and the solvent evaporated. The residue was chromatographed (EtOAc-hex, 6:4 then 8:2) to... Reactants: C(C)OC(=O)C=1NC(=CC1C)C (3,5-dimethyl-1H-pyrrole-2-carboxylic acid ethyl ester), CN1CCC(CC1)=O (1-methyl-piperidin-4-one). Run in C(C)(=O)O (acetic acid), C(=O)(C(F)(F)F)O (TFA). Conditions: temperature 95 celsius. Yields the product C(C)OC(=O)C=1NC(=C(C1C)C=1CCN(CC1)C)C (3,5-dimethyl-4-(1-methyl-1,2,3,6-tetrahydro-pyridin-4-yl)-1H-pyrrole-2-carboxylic acid ethyl ester). The yield is 85.4%. Reaction SMILES: [CH2:1]([O:3][C:4]([C:6]1[NH:7][C:8]([CH3:12])=[CH:9][C:10]=1[CH3:11])=[O:5])[CH3:2].[CH3:13][N:14]1[CH2:19][CH2:18][C:17](=O)[CH2:16][CH2:15]1>C(O)(=O)C.C(O)(C(F)(F)F)=O>[CH2:1]([O:3][C:4]([C:6]1[NH:7][C:8]([CH3:12])=[C:9]([C:17]2[CH2:18][CH2:19][N:14]([CH3:13])[CH2:15][CH:16]=2)[C:10]=1[CH3:11])=[O:5])[CH3:2]. Reported procedure: To a solution of 3,5-dimethyl-1H-pyrrole-2-carboxylic acid ethyl ester (836 mg, 5 mmol) in acetic acid (10 mL) and TFA (5 mL) under nitrogen was added 1-methyl-piperidin-4-one (0.8 mL, 6.67 mmol). The mixture was then heated in a 95° C. oil bath for overnight. The reaction was concentrated, dissolved in ethyl acetate, washed with NaHCO3, brine, dried and concentrated. The residue was purified on a silica gel column to give 1.12 g (85%) of 3,5-dimethyl-4-(1-methyl-1,2,3,6-tetrahydro-pyridin-4-yl)... The reactants are C(C)OC=1C=C(CC2=NC=C(C3=CC(=C(C=C23)OC)OCCBr)C=O)C=CC1 (1-(3-ethoxy-benzyl)-6-(2-bromo-ethoxy)-7-methoxy-isoquinoline-4-carbaldehyde), [Se](=O)=O (selenium dioxide), C(C)(=O)OCC.CCCCCC (ethyl acetate hexane). Solvent: C(C)(=O)O (acetic acid). Reaction conditions: temperature 120 celsius. Product: C(C)OC=1C=C(C(=O)C2=NC=C(C3=CC(=C(C=C23)OC)OCCBr)C=O)C=CC1 (1-(3-ethoxy-benzoyl)-6-(2-bromo-ethoxy)-7-methoxy-isoquinoline-4-carbaldehyde), product. Isolated yield 100.0%. RXN SMILES: [CH2:1]([O:3][C:4]1[CH:5]=[C:6]([CH:26]=[CH:27][CH:28]=1)[CH2:7][C:8]1[C:17]2[C:12](=[CH:13][C:14]([O:20][CH2:21][CH2:22][Br:23])=[C:15]([O:18][CH3:19])[CH:16]=2)[C:11]([CH:24]=[O:25])=[CH:10][N:9]=1)[CH3:2].[Se](=O)=[O:30].C(OCC)(=O)C.CCCCCC>C(O)(=O)C>[CH2:1]([O:3][C:4]1[CH:5]=[C:6]([CH:26]=[CH:27][CH:28]=1)[C:7]([C:8]1[C:17]2[C:12](=[CH:13][C:14]([O:20][CH2:21][CH2:22][Br:23])=[C:15]([O:18][CH3:19])[CH:16]=2)[C:11]([CH:24]=[O:25])=[CH:10][N:9]=1)=[O:30])[CH3:2] |f:2.3|. Reported procedure: To a stirred solution of 6-hydroxy-7-methoxy-1-(3-ethoxy-benzyl)-isoquinoline-4-carbaldehyde (90 mg, 0.25 mmol) in N,N-dimethylformamide (2 mL) was added potassium carbonate (352 mg, 2.50 mmol) and 1,2-dibromoethane (0.129 μL, 1.25 mmol) at room temperature. The reaction mixture was heated 85° C. for 2 hrs. The solvent was evaporated and the residue was purified on a flash chromatography (Merck Silica gel 60, 70–230 mesh, 50% ethyl acetate/hexane) to afford product 1-(3-ethoxy-benzyl)-6-(2-bromo... Solvent: C(Cl)Cl (DCM), C(Cl)Cl (DCM), C(Cl)Cl (DCM). Procedure: To a solution of oxalyl chloride (0.68 mL) in DCM (10 mL) at 0° C. was dropwise added a solution of DMF (0.60 mL) in DCM (2 mL). The mixture was stirred for 0.5 h at 0° C. and then 5-fluoro-1H-indole-6-carbonitrile (D151) (250 mg) in DCM (3 mL) was added in one portion. The reaction mixture was allowed to warm to rt and stirred overnight. Afterwards, the reaction mixture was added with 2 M aqueous NaOH (30 mL) and extracted with EtOAc (3×50 mL). The combined organic layers were washed with water... Conditions: temperature 0 celsius, time 0.5 hour. RXN SMILES: [C:1](Cl)(=[O:5])[C:2](Cl)=O.CN(C=O)C.[F:12][C:13]1[CH:14]=[C:15]2[C:19](=[CH:20][C:21]=1[C:22]#[N:23])[NH:18][CH:17]=C2.[OH-].[Na+]>C(Cl)Cl>[F:12][C:13]1[CH:14]=[C:15]2[C:19](=[CH:20][C:21]=1[C:22]#[N:23])[NH:18][CH:17]=[C:2]2[CH:1]=[O:5] |f:3.4|. Starting materials: FC=1C=C2C=CNC2=CC1C#N (5-fluoro-1H-indole-6-carbonitrile), C(C(=O)Cl)(=O)Cl (oxalyl chloride), CN(C)C=O (DMF), [OH-].[Na+] (NaOH). The product is FC=1C=C2C(=CNC2=CC1C#N)C=O (5-fluoro-3-formyl-1H-indole-6-carbonitrile).